This data is from the Open Reaction Database (ORD), a public repository of structured organic reaction records. The task is: describe an organic reaction: reactants, conditions, products, and yield The reactants are BrC1=CC=C(O1)C(=O)O (5-Bromo-2-furoic acid), ClC1=CC=C(C=C1)B(O)O (4-chloro-phenylboronic acid). Product: ClC1=CC=C(C=C1)C1=CC=C(O1)C(=O)O (5-(4-Chloro-phenyl)-furan-2-carboxylic acid). As a reaction SMILES: Br[C:2]1[O:6][C:5]([C:7]([OH:9])=[O:8])=[CH:4][CH:3]=1.[Cl:10][C:11]1[CH:16]=[CH:15][C:14](B(O)O)=[CH:13][CH:12]=1>>[Cl:10][C:11]1[CH:16]=[CH:15][C:14]([C:2]2[O:6][C:5]([C:7]([OH:9])=[O:8])=[CH:4][CH:3]=2)=[CH:13][CH:12]=1. Procedure: 5-Bromo-2-furoic acid (1 g, 5.25 mmol) was coupled to 4-chloro-phenylboronic acid (819 mg, 5.23 mmol) acid using Method F to give the title compound. The reactants are [I-] (iodide), ester, OC=1C=C2C=CC(=CC2=CC1)C(=O)OCC (ethyl 6-hydroxyl-2-naphthate), OC=1C=C2C=CC(=CC2=CC1)C(=O)O (6-hydroxy-2-naphthoic acid), C([O-])([O-])=O.[K+].[K+] (potassium carbonate). The solvent is C(C)(=O)OCC (ethyl acetate), O (water), CN(C=O)C (dimethylforamide). The product is CC(=O)CC(=O)CC(=O)O (triacetate), 3. Yield: 55.0%. As a reaction SMILES: [OH:1][C:2]1[CH:3]=C2[C:9](=[CH:10][CH:11]=1)C=C(C(OCC)=O)C=C2.[OH:17]C1C=C2C(=CC=1)C=C(C(O)=O)C=C2.[I-].[C:32](=[O:35])([O-])[O-:33].[K+].[K+]>CN(C)C=O.C(OCC)(=O)C.O>[CH3:9][C:10]([CH2:11][C:2]([CH2:3][C:32]([OH:33])=[O:35])=[O:1])=[O:17] |f:3.4.5|. Procedure details: A solution of ethyl 6-hydroxyl-2-naphthate (49, 89 mg, 0.42 mmole) (6-hydroxy-2-naphthoic acid was obtained from TCI America and converted to the ester using standard esterification methods) and iodide (2, 177 mg, 0.42 mmole) in dimethylforamide (1 ml) was stirred with potassium carbonate (174 mg) for 14 hours. The reaction mixture was worked up with water (30 ml) and ethyl acetate (100 ml). The organic layer was washed with brine (30 ml), dried over sodium sulfate, filtered and concentrated. Th... Reactants: CCO, CNC(=O)c1cccc(C=CC(=O)OC)c1, [H][H], CN(C)C=O. Product: CNC(=O)c1cccc(CCC(=O)OC)c1. Reaction SMILES: [CH3:19][CH2:20][OH:21].[CH3:1][NH:2][C:3](=[O:4])[c:5]1[cH:6][c:7]([CH:11]=[CH:12][C:13](=[O:14])[O:15][CH3:16])[cH:8][cH:9][cH:10]1.[H:17][H:18].[O:22]=[CH:23][N:24]([CH3:25])[CH3:26]>>[CH3:1][NH:2][C:3](=[O:4])[c:5]1[cH:6][c:7]([CH2:11][CH2:12][C:13](=[O:14])[O:15][CH3:16])[cH:8][cH:9][cH:10]1. Solvent: THF. The reactants are tetrahydropyranyl, BrCC1CCC(CC1)O (4-bromomethylcyclohexanol), COC1CCC(CC1)C(=O)O (4-Methoxycyclohexanoic acid). Conditions: time 8 hour. Reported procedure: Modified polyvinylbutryal containing a pendant group with cyclohexanol was prepared by the reaction of PVB with tetrahydropyranyl (THP) protected bromomethylcyclohexanol, followed by acid hydrolysis of the THP protection group. The THP-protected cyclohexanol-containing moiety was prepared by the following reaction sequence: 4-Methoxycyclohexanoic acid was reduced with borane-tetrahydrofuran complex to obtain 4-bromomethyl-cyclohexanol. This compound was treated with phosphorus tribromide to obta... Yield: 101.3%. The product is COC1CCC(CC1)CO (4-methoxycyclohexylmethanol). Reaction SMILES: BrCC1CCC(O)CC1.[CH3:10][O:11][CH:12]1[CH2:17][CH2:16][CH:15]([C:18](O)=[O:19])[CH2:14][CH2:13]1>>[CH3:10][O:11][CH:12]1[CH2:17][CH2:16][CH:15]([CH2:18][OH:19])[CH2:14][CH2:13]1. Reactants: CCNS(=O)(=O)Oc1cc(C(C)(C)C)c(SS(=O)(=O)c2ccc(C)cc2)cc1C, CCCCCC, CCOC(C)=O, CO, ClC(Cl)Cl, [K+], [K+], O=C([O-])[O-], CN(C)C=O, O=C1C=C(O)CC(CCc2ccc(O)cc2)(CCc2ccc(O)cc2)O1. Product: CCNS(=O)(=O)Oc1cc(C(C)(C)C)c(SC2=C(O)CC(CCc3ccc(O)cc3)(CCc3ccc(O)cc3)OC2=O)cc1C. As a reaction SMILES: [C:27]([CH3:28])([CH3:29])([CH3:30])[c:31]1[c:32]([S:45][S:46]([c:47]2[cH:48][cH:49][c:50]([CH3:51])[cH:52][cH:53]2)(=[O:54])=[O:55])[cH:33][c:34]([CH3:44])[c:35]([O:37][S:38]([NH:39][CH2:40][CH3:41])(=[O:42])=[O:43])[cH:36]1.[CH3:67][CH2:68][CH2:69][CH2:70][CH2:71][CH3:72].[CH3:73][CH2:74][O:75][C:76]([CH3:77])=[O:78].[CH3:79][OH:80].[Cl:81][CH:82]([Cl:83])[Cl:84].[K+:56].[K+:57].[O-:58][C:59]([O-:60])=[O:61].[O:62]=[CH:63][N:64]([CH3:65])[CH3:66].[OH:1][C:2]1=[CH:3][C:4](=[O:26])[O:5][C:6]([CH2:8][CH2:9][c:10]2[cH:11][cH:12][c:13]([OH:16])[cH:14][cH:15]2)([CH2:17][CH2:18][c:19]2[cH:20][cH:21][c:22]([OH:25])[cH:23][cH:24]2)[CH2:7]1>>[OH:1][C:2]1=[C:3]([S:45][c:32]2[c:31]([C:27]([CH3:28])([CH3:29])[CH3:30])[cH:36][c:35]([O:37][S:38]([NH:39][CH2:40][CH3:41])(=[O:42])=[O:43])[c:34]([CH3:44])[cH:33]2)[C:4](=[O:26])[O:5][C:6]([CH2:8][CH2:9][c:10]2[cH:11][cH:12][c:13]([OH:16])[cH:14][cH:15]2)([CH2:17][CH2:18][c:19]2[cH:20][cH:21][c:22]([OH:25])[cH:23][cH:24]2)[CH2:7]1. Reactants: C1(=CC=CC=C1)C(OCC1(CCCCC1)NCCC1=CC=C(C=C1)OC)C1=CC=CC=C1 (1-diphenylmethoxymethyl-1-(4-methoxyphenethylamino)cyclohexane), C(#N)[BH3-].[Na+].C=O (sodium cyanoborohydride formaldehyde). The product is C1(=CC=CC=C1)C(OCC1(CCCCC1)N(C)CCC1=CC=C(C=C1)OC)C1=CC=CC=C1 (1-Diphenylmethoxymethyl-1-[N-(4-methoxyphenethyl)-N-methylamino]-cyclohexane), oil. Isolated yield 66.0%. Reaction SMILES: [C:1]1([CH:7]([C:27]2[CH:32]=[CH:31][CH:30]=[CH:29][CH:28]=2)[O:8][CH2:9][C:10]2([NH:16][CH2:17][CH2:18][C:19]3[CH:24]=[CH:23][C:22]([O:25][CH3:26])=[CH:21][CH:20]=3)[CH2:15][CH2:14][CH2:13][CH2:12][CH2:11]2)[CH:6]=[CH:5][CH:4]=[CH:3][CH:2]=1.[C:33]([BH3-])#N.[Na+].C=O>>[C:27]1([CH:7]([C:1]2[CH:2]=[CH:3][CH:4]=[CH:5][CH:6]=2)[O:8][CH2:9][C:10]2([N:16]([CH2:17][CH2:18][C:19]3[CH:20]=[CH:21][C:22]([O:25][CH3:26])=[CH:23][CH:24]=3)[CH3:33])[CH2:11][CH2:12][CH2:13][CH2:14][CH2:15]2)[CH:28]=[CH:29][CH:30]=[CH:31][CH:32]=1 |f:1.2.3|. Reported procedure: The title compound was prepared as described in Example 5, Method A, using 1-diphenylmethoxymethyl-1-(4-methoxyphenethylamino)cyclohexane (see Example 4) and sodium cyanoborohydride/formaldehyde. The title compound was obtained as a colourless oil (0.58 g, 66%), which was characterised from its 1H-n.m.r. spectrum.